From a dataset of the Open Reaction Database (ORD), a public repository of structured organic reaction records. describe an organic reaction: reactants, conditions, products, and yield RXN SMILES: [CH3:1][C:2]1[Te:3][C:4]2[CH:10]=[CH:9][CH:8]=[CH:7][C:5]=2[N:6]=1.[F:11][C:12]([F:25])([F:24])[S:13]([O:16][CH2:17][C:18]1[CH:23]=[CH:22][CH:21]=[CH:20][CH:19]=1)(=[O:15])=[O:14].[Te]1C2C=CC=CC=2N=C1>ClCCl.C(Cl)(Cl)(Cl)Cl>[F:11][C:12]([F:25])([F:24])[S:13]([O-:16])(=[O:15])=[O:14].[CH2:17]([N+:6]1[C:5]2[CH:7]=[CH:8][CH:9]=[CH:10][C:4]=2[Te:3][C:2]=1[CH3:1])[C:18]1[CH:23]=[CH:22][CH:21]=[CH:20][CH:19]=1 |f:5.6|. Product: FC(S(=O)(=O)[O-])(F)F.C(C1=CC=CC=C1)[N+]1=C([Te]C2=C1C=CC=C2)C (3-Benzyl-2-methylbenzotellurazolium Trifluoromethanesulfonate). Run at time 18 hour. Procedure: 2-Methylbenzotellurazole (Example 18) (0.81 g, 0.0033 mole) was dissolved in dichloromethane (25 ml). The solution of benzyl trifluoromethanesulfonate (0.004 mole) in carbon tetrachloride, prepared as described above, was placed in a dropped funnel and added at room temperature under a nitrogen atmosphere to the benzotellurazole solution. Stirring was continued for 18 hours at room temperature after the addition was complete, maintaining a nitrogen atmosphere. The solid was isolated by filtratio... Reactants: FC(S(=O)(=O)OCC1=CC=CC=C1)(F)F (benzyl trifluoromethanesulfonate), CC=1[Te]C2=C(N1)C=CC=C2 (2-Methylbenzotellurazole), [Te]1C=NC2=C1C=CC=C2 (benzotellurazole). Run in C(Cl)(Cl)(Cl)Cl (carbon tetrachloride), ClCCl (dichloromethane).